Dataset: the Open Reaction Database (ORD), a public repository of structured organic reaction records. Task: describe an organic reaction: reactants, conditions, products, and yield Reactants: CCC(CC)Oc1cc(C)nc(Oc2c(C)cc(O)cc2C)c1C, C1CCOC1, CI, [H-], [Na+]. The product is CCC(CC)Oc1cc(C)nc(Oc2c(C)cc(OC)cc2C)c1C. Reaction SMILES: [CH2:1]([CH3:2])[CH:3]([CH2:4][CH3:5])[O:6][c:7]1[c:8]([CH3:24])[c:9]([O:14][c:15]2[c:16]([CH3:23])[cH:17][c:18]([OH:22])[cH:19][c:20]2[CH3:21])[n:10][c:11]([CH3:13])[cH:12]1.[CH2:29]1[O:30][CH2:31][CH2:32][CH2:33]1.[CH3:27][I:28].[H-:25].[Na+:26]>>[CH2:1]([CH3:2])[CH:3]([CH2:4][CH3:5])[O:6][c:7]1[c:8]([CH3:24])[c:9]([O:14][c:15]2[c:16]([CH3:23])[cH:17][c:18]([O:22][CH3:27])[cH:19][c:20]2[CH3:21])[n:10][c:11]([CH3:13])[cH:12]1. Reactants: C(=O)=O (dry ice), CC(=O)C (acetone), CC1=C(C(=O)C2=C(C1=O)N3C[C@H]4[C@@H]([C@@]3([C@@H]2COC(=O)N)OC)N4)OC (mitomycin A), solution, [OH-].[K+] (potassium hydroxide), OCCN1CCCC1 (1-(2-hydroxyethyl)pyrrolidine), OCCN1CCCC1 (1-(2-hydroxyethyl)pyrrolidine). Solvent: C(C)N(CC)CC (triethylamine). The product is C(N)(O)=O.OCC1C2(N(C=3C(C(=C(C(C13)=O)OCCN1CCCC1)C)=O)CC1C2N1)OC (1,1a,2,8,8a,8b-Hexahydro-8-(hydroxymethyl)-8a-methoxy-5-methyl -6-[2-(1-pyrrolidinyl)ethoxy]-azirino[2',3':3,4]pyrrolo [1,2-a]indole-4,7-dione carbamate). Isolated yield 32.0%. As a reaction SMILES: [CH3:1][C:2]1[C:8](=[O:9])[C:7]2[N:10]3[C@@:14]([O:21][CH3:22])([C@H:15]([CH2:16][O:17][C:18]([NH2:20])=[O:19])[C:6]=2[C:4](=[O:5])[C:3]=1[O:24][CH3:25])[C@H:13]1[NH:23][C@H:12]1[CH2:11]3.[OH-].[K+].C(=O)=O.CC(C)=O.OC[CH2:37][N:38]1[CH2:42][CH2:41][CH2:40][CH2:39]1>C(N(CC)CC)C>[C:18](=[O:17])([OH:19])[NH2:20].[OH:17][CH2:16][CH:15]1[C:6]2[C:4](=[O:5])[C:3]([O:24][CH2:25][CH2:37][N:38]3[CH2:42][CH2:41][CH2:40][CH2:39]3)=[C:2]([CH3:1])[C:8](=[O:9])[C:7]=2[N:10]2[CH2:11][CH:12]3[NH:23][CH:13]3[C:14]12[O:21][CH3:22] |f:1.2,7.8|. Procedure details: A solution of mitomycin A (100 mg) in 4 ml of 1-(2-hydroxyethyl)pyrrolidine was stirred at room temperature and under nitrogen for 45 minutes with 240 mg of a 1.6% solution of potassium hydroxide in 1-(2-hydroxyethyl)pyrrolidine. The reaction mixture was decomposed with excess dry ice while immersing the flask into a water bath at room temperature. The reaction product was isolated twice on silica gel plate using triethylamine as a solvent in the first isolation and acetone in the second isolati... The reactants are BrCCBr, C[Si](C)(C)[N-][Si](C)(C)C, O=C1Nc2ccccc2C12CC2c1ccc(Cl)cc1, [K+], CN(C)C=O, O. Yields the product O=C1N(CCBr)c2ccccc2C12CC2c1ccc(Cl)cc1. RXN SMILES: [CH2:30]([CH2:31][Br:32])[Br:33].[CH3:21][Si:22]([N-:23][Si:24]([CH3:25])([CH3:26])[CH3:27])([CH3:28])[CH3:29].[Cl:1][c:2]1[cH:3][cH:4][c:5]([CH:8]2[C:9]3([CH2:10]2)[C:11](=[O:19])[NH:12][c:13]2[cH:14][cH:15][cH:16][cH:17][c:18]23)[cH:6][cH:7]1.[K+:20].[O:35]=[CH:36][N:37]([CH3:38])[CH3:39].[OH2:34]>>[Cl:1][c:2]1[cH:3][cH:4][c:5]([CH:8]2[C:9]3([CH2:10]2)[C:11](=[O:19])[N:12]([CH2:30][CH2:31][Br:32])[c:13]2[cH:14][cH:15][cH:16][cH:17][c:18]23)[cH:6][cH:7]1. Starting materials: CS(=O)(=O)c1ccc(Oc2ccc(O)cc2)cc1, CC#N, N#CCCl, [K+], [K+], [Na+], O=C([O-])[O-], [OH-]. The product is CS(=O)(=O)c1ccc(Oc2ccc(OCC#N)cc2)cc1. As a reaction SMILES: [CH3:1][S:2](=[O:3])(=[O:4])[c:5]1[cH:6][cH:7][c:8]([O:9][c:10]2[cH:11][cH:12][c:13]([OH:16])[cH:14][cH:15]2)[cH:17][cH:18]1.[CH3:31][C:32]#[N:33].[Cl:19][CH2:20][C:21]#[N:22].[K+:23].[K+:24].[Na+:30].[O-:25][C:26]([O-:27])=[O:28].[OH-:29]>>[CH3:1][S:2](=[O:3])(=[O:4])[c:5]1[cH:6][cH:7][c:8]([O:9][c:10]2[cH:11][cH:12][c:13]([O:16][CH2:20][C:21]#[N:22])[cH:14][cH:15]2)[cH:17][cH:18]1. Reactants: Cc1nc(C(Cl)Cl)c(Br)s1, O=C([O-])O, CCO, CCOC(C)=O, [Na+]. Product: Cc1nc(C(=O)O)c(Br)s1. As a reaction SMILES: [Br:1][c:2]1[c:3]([CH:8]([Cl:9])[Cl:10])[n:4][c:5]([CH3:7])[s:6]1.[C:11]([O-:12])([OH:13])=[O:14].[CH3:16][CH2:17][OH:18].[CH3:19][CH2:20][O:21][C:22]([CH3:23])=[O:24].[Na+:15]>>[Br:1][c:2]1[c:3]([C:11]([OH:12])=[O:14])[n:4][c:5]([CH3:7])[s:6]1. The reactants are FC1=C(C=CC=C1)C=1C(=CC=C2C=CC=NC12)C(=O)N(C)OC (8-(2-fluorophenyl)-N-methoxy-N-methylquinoline-7-carboxamide), C[Mg]Br (methylmagnesium bromide). Run in O1CCCC1 (tetrahydrofuran), O1CCCC1 (tetrahydrofuran). Conditions: time 8 hour. Product: FC1=C(C=CC=C1)C=1C(=CC=C2C=CC=NC12)C(C)=O (1-[8-(2-fluorophenyl)quinolin-7-yl]ethanone). RXN SMILES: [F:1][C:2]1[CH:7]=[CH:6][CH:5]=[CH:4][C:3]=1[C:8]1[C:9]([C:18](N(OC)C)=[O:19])=[CH:10][CH:11]=[C:12]2[C:17]=1[N:16]=[CH:15][CH:14]=[CH:13]2.[CH3:24][Mg]Br>O1CCCC1>[F:1][C:2]1[CH:7]=[CH:6][CH:5]=[CH:4][C:3]=1[C:8]1[C:9]([C:18](=[O:19])[CH3:24])=[CH:10][CH:11]=[C:12]2[C:17]=1[N:16]=[CH:15][CH:14]=[CH:13]2. Procedure: To a mixture of 8-(2-fluorophenyl)-N-methoxy-N-methylquinoline-7-carboxamide (63 mg, 0.20 mmol) in tetrahydrofuran (0.5 mL) was added 1.40 M methylmagnesium bromide in tetrahydrofuran (0.87 mL, 1.2 mmol). The reaction was stirred at room temperature overnight, quenched with saturated ammonium chloride, and extracted with ethyl acetate. The combined organic layers were washed with brine, dried over magnesium sulfate, and then concentrated to dryness under reduced pressure. The resultant residue w...